Dataset: the Open Reaction Database (ORD), a public repository of structured organic reaction records. Task: describe an organic reaction: reactants, conditions, products, and yield The product is COC(C(C(O)C1=CC=C(C=C1)OCC1=CC=CC=C1)C)=O (3-(4-benzyloxy-phenyl)-3-hydroxy-2-methyl-propionic acid methyl ester). The reactants are [Li+].CC(C)[N-]C(C)C (LDA), C(CC)(=O)OC (methyl propionate), C(C1=CC=CC=C1)OC1=CC=C(C=O)C=C1 (4-benzyloxy-benzaldehyde). Yield: 16.6%. Procedure: LDA (1.3 mL, 2.6 mmol) was added to a solution of methyl propionate (0.22 g, 2.6 mmol) in THF (5 mL) cooled to −78° C. under nitrogen atmosphere. The reaction was stirred for 30 min, and then 4-benzyloxy-benzaldehyde (0.50 g, 2.4 mmol) in THF (5 mL) was added. The reaction was stirred at −78° C. for 5 min, and then allowed to warm to room temperature and stirred overnight. The reaction was partitioned between ethyl acetate and 1N HCl. The organic layer was washed with brine, dried over magnesium... As a reaction SMILES: [Li+].CC([N-]C(C)C)C.[C:9]([O:13][CH3:14])(=[O:12])[CH2:10][CH3:11].[CH2:15]([O:22][C:23]1[CH:30]=[CH:29][C:26]([CH:27]=[O:28])=[CH:25][CH:24]=1)[C:16]1[CH:21]=[CH:20][CH:19]=[CH:18][CH:17]=1>C1COCC1>[CH3:14][O:13][C:9](=[O:12])[CH:10]([CH3:11])[CH:27]([C:26]1[CH:25]=[CH:24][C:23]([O:22][CH2:15][C:16]2[CH:17]=[CH:18][CH:19]=[CH:20][CH:21]=2)=[CH:30][CH:29]=1)[OH:28] |f:0.1|. Conditions: temperature -78 celsius, time 30 minute. Run in C1CCOC1 (THF), C1CCOC1 (THF). The reactants are O=C([O-])[O-], C=CCBr, Cc1ccc([N+](=O)[O-])c(O)c1, [Cs+], [Cs+], CN(C)C=O. Yields the product C=CCOc1cc(C)ccc1[N+](=O)[O-]. As a reaction SMILES: [C:16](=[O:17])([O-:18])[O-:19].[CH2:12]([CH:13]=[CH2:14])[Br:15].[CH3:1][c:2]1[cH:3][cH:4][c:5]([N+:9](=[O:10])[O-:11])[c:6]([OH:8])[cH:7]1.[Cs+:20].[Cs+:21].[O:22]=[CH:23][N:24]([CH3:25])[CH3:26]>>[CH3:1][c:2]1[cH:3][cH:4][c:5]([N+:9](=[O:10])[O-:11])[c:6]([O:8][CH2:14][CH:13]=[CH2:12])[cH:7]1. Reactants: N#Cc1ccc(Br)cc1F, O=C([O-])[O-], CC(=O)[O-], CC(=O)[O-], c1ccc(COc2cncc(-c3cccc4[nH]c5ccccc5c34)c2)cc1, [Cs+], [Cs+], C1COCCO1, [Pd+2]. Yields the product N#Cc1ccc(-n2c3ccccc3c3c(-c4cncc(OCc5ccccc5)c4)cccc32)cc1F. As a reaction SMILES: [Br:1][c:2]1[cH:3][c:4]([F:10])[c:5]([C:6]#[N:7])[cH:8][cH:9]1.[C:11](=[O:12])([O-:13])[O-:14].[C:50]([O-:51])(=[O:52])[CH3:53].[C:55]([O-:56])(=[O:57])[CH3:58].[CH2:17]([c:18]1[cH:19][cH:20][cH:21][cH:22][cH:23]1)[O:24][c:25]1[cH:26][c:27](-[c:31]2[cH:32][cH:33][cH:34][c:35]3[nH:36][c:37]4[cH:38][cH:39][cH:40][cH:41][c:42]4[c:43]23)[cH:28][n:29][cH:30]1.[Cs+:15].[Cs+:16].[O:44]1[CH2:45][CH2:46][O:47][CH2:48][CH2:49]1.[Pd+2:54]>>[c:2]1(-[n:36]2[c:35]3[cH:34][cH:33][cH:32][c:31](-[c:27]4[cH:26][c:25]([O:24][CH2:17][c:18]5[cH:19][cH:20][cH:21][cH:22][cH:23]5)[cH:30][n:29][cH:28]4)[c:43]3[c:42]3[c:37]2[cH:38][cH:39][cH:40][cH:41]3)[cH:3][c:4]([F:10])[c:5]([C:6]#[N:7])[cH:8][cH:9]1. The reactants are [Al+3], CCC(=O)Cl, CN(C)CCc1ccccc1, [Cl-], [Cl-], [Cl-], [Na+], [OH-], O, S=C=S. Product: CCC(=O)c1ccc(CCN(C)C)cc1. RXN SMILES: [Al+3:2].[C:16]([CH2:17][CH3:18])(=[O:19])[Cl:20].[CH3:5][N:6]([CH3:7])[CH2:8][CH2:9][c:10]1[cH:11][cH:12][cH:13][cH:14][cH:15]1.[Cl-:1].[Cl-:3].[Cl-:4].[Na+:22].[OH-:21].[OH2:26].[S:23]=[C:24]=[S:25]>>[CH3:5][N:6]([CH3:7])[CH2:8][CH2:9][c:10]1[cH:11][cH:12][c:13]([C:16]([CH2:17][CH3:18])=[O:19])[cH:14][cH:15]1. The reactants are CC(C)=O, COc1cccc(-c2c(C)n(Cc3c(F)cccc3SC)c(=O)n(CC(CO)c3ccccc3)c2=O)c1F, [Na+], O=C([O-])O, O, O. The product is COc1cccc(-c2c(C)n(Cc3c(F)cccc3S(C)(=O)=O)c(=O)n(CC(CO)c3ccccc3)c2=O)c1F. As a reaction SMILES: [CH3:46][C:47](=[O:48])[CH3:49].[F:7][c:8]1[c:9](-[c:16]2[c:17](=[O:44])[n:18]([CH2:34][CH:35]([CH2:36][OH:37])[c:38]3[cH:39][cH:40][cH:41][cH:42][cH:43]3)[c:19](=[O:33])[n:20]([CH2:23][c:24]3[c:25]([F:32])[cH:26][cH:27][cH:28][c:29]3[S:30][CH3:31])[c:21]2[CH3:22])[cH:10][cH:11][cH:12][c:13]1[O:14][CH3:15].[Na+:5].[O-:1][C:2]([OH:3])=[O:4].[OH2:45].[OH2:6]>>[O:6]=[S:30]([c:29]1[c:24]([CH2:23][n:20]2[c:19](=[O:33])[n:18]([CH2:34][CH:35]([CH2:36][OH:37])[c:38]3[cH:39][cH:40][cH:41][cH:42][cH:43]3)[c:17](=[O:44])[c:16](-[c:9]3[c:8]([F:7])[c:13]([O:14][CH3:15])[cH:12][cH:11][cH:10]3)[c:21]2[CH3:22])[c:25]([F:32])[cH:26][cH:27][cH:28]1)([CH3:31])=[O:45]. Reactants: CN(C)C=O, O=C(c1ccc(Cl)nc1Cl)N1Cc2cccn2Cc2ccccc21, [H-], [H][H], [Na+], c1cn[nH]c1. Product: O=C(c1ccc(-n2cccn2)nc1Cl)N1Cc2cccn2Cc2ccccc21. Reaction SMILES: [CH3:34][N:35]([CH3:36])[CH:37]=[O:38].[Cl:10][c:11]1[n:12][c:13]([Cl:33])[cH:14][cH:15][c:16]1[C:17](=[O:18])[N:19]1[CH2:20][c:21]2[n:22]([cH:30][cH:31][cH:32]2)[CH2:23][c:24]2[c:25]1[cH:26][cH:27][cH:28][cH:29]2.[H-:1].[H:8][H:9].[Na+:2].[nH:3]1[n:4][cH:5][cH:6][cH:7]1>>[n:3]1(-[c:13]2[n:12][c:11]([Cl:10])[c:16]([C:17](=[O:18])[N:19]3[CH2:20][c:21]4[n:22]([cH:30][cH:31][cH:32]4)[CH2:23][c:24]4[c:25]3[cH:26][cH:27][cH:28][cH:29]4)[cH:15][cH:14]2)[n:4][cH:5][cH:6][cH:7]1. Reactants: C(=O)(O)[O-].[Na+] (NaHCO3), C1(CC1)B(O)O (cyclopropylboronic acid), C([O-])([O-])=O.[K+].[K+] (potassium carbonate), C(C1=CC=CC=C1)OC1=C(C(N(C=C1)CC1CC1)=O)I (4-Benzyloxy-1-cyclopropylmethyl-3-iodo-1H-pyridin-2-one). Solvent: O1CCOCC1 (1,4-dioxane). Conditions: temperature 175 celsius. Yields the product C(C1=CC=CC=C1)OC1=C(C(N(C=C1)CC1CC1)=O)C1CC1 (4-Benzyloxy-3-cyclopropyl-1-cyclopropylmethyl-1H-pyridin-2-one). RXN SMILES: C([O-])(O)=O.[Na+].[CH:6]1(B(O)O)[CH2:8][CH2:7]1.C(=O)([O-])[O-].[K+].[K+].[CH2:18]([O:25][C:26]1[CH:31]=[CH:30][N:29]([CH2:32][CH:33]2[CH2:35][CH2:34]2)[C:28](=[O:36])[C:27]=1I)[C:19]1[CH:24]=[CH:23][CH:22]=[CH:21][CH:20]=1>O1CCOCC1>[CH2:18]([O:25][C:26]1[CH:31]=[CH:30][N:29]([CH2:32][CH:33]2[CH2:35][CH2:34]2)[C:28](=[O:36])[C:27]=1[CH:6]1[CH2:8][CH2:7]1)[C:19]1[CH:24]=[CH:23][CH:22]=[CH:21][CH:20]=1 |f:0.1,3.4.5|. Procedure details: NaHCO3 (1.0 g, excess), cyclopropylboronic acid (0.74 g, 8.93 mmol), potassium carbonate (1.23 g, 8.93 mmol) and [1,1′-bis(diphenylphosphino)ferrocene] dichloropalladium(II)-DCM complex (0.36 g, 0.45 mmol) were added to a solution of intermediate D10 (1.0 g, 2.98 mmol) in 1,4-dioxane (10 ml). The resulting mixture was heated at 175° C. for 20 minutes under microwave irradiation, after which it was filtered through diatomaceous earth and the solvent was evaporated in vacuo. The crude residue was ... Starting materials: [BH4-], C1CCOC1, CO, O=C1CCc2cc(C(F)(F)F)ccc21, [Na+]. Yields the product OC1CCc2cc(C(F)(F)F)ccc21. As a reaction SMILES: [BH4-:15].[CH2:19]1[O:20][CH2:21][CH2:22][CH2:23]1.[CH3:17][OH:18].[F:1][C:2]([c:3]1[cH:4][c:5]2[c:9]([cH:10][cH:11]1)[C:8](=[O:12])[CH2:7][CH2:6]2)([F:13])[F:14].[Na+:16]>>[F:1][C:2]([c:3]1[cH:4][c:5]2[c:9]([cH:10][cH:11]1)[CH:8]([OH:12])[CH2:7][CH2:6]2)([F:13])[F:14]. Reactants: O=C([O-])[O-], CCO[PH](=O)C(C)(OCC)OCC, C[Mg]Cl, [K+], [K+], O. The product is CCOC(C)(OCC)[PH](C)=O. Reaction SMILES: [C:17](=[O:18])([O-:19])[O-:20].[CH2:1]([CH3:2])[O:3][C:4]([CH3:5])([O:6][CH2:7][CH3:8])[PH:9]([O:10][CH2:11][CH3:12])=[O:13].[CH3:14][Mg:15][Cl:16].[K+:21].[K+:22].[OH2:23]>>[CH2:1]([CH3:2])[O:3][C:4]([CH3:5])([O:6][CH2:7][CH3:8])[PH:9](=[O:13])[CH3:14].